This data is from the Open Reaction Database (ORD), a public repository of structured organic reaction records. The task is: describe an organic reaction: reactants, conditions, products, and yield Reactants: C(C)(=O)O (acetic acid), FC=1C=C(C=C(C1)F)C1=NN(C(C=C1)=O)CC=1C=C(C=CC1)C1=NC=C(C=N1)C=O (2-{3-[3-(3,5-difluorophenyl)-6-oxo-6H-pyridazin-1-ylmethyl]phenyl}pyrimidine-5-carbaldehyde), C(C)(=O)O[BH-](OC(C)=O)OC(C)=O.[Na+] (sodium triacetoxyborohydride), CN1CCNCC1 (1-methylpiperazine). The solvent is ClCCl (dichloromethane). Conditions: time 42 hour. Product: FC=1C=C(C=C(C1)F)C=1C=CC(N(N1)CC1=CC(=CC=C1)C1=NC=C(C=N1)CN1CCN(CC1)C)=O (6-(3,5-difluorophenyl)-2-{3-[5-(4-methylpiperazin-1-ylmethyl)pyrimidin-2-yl]benzyl}-2H-pyridazin-3-one). RXN SMILES: [F:1][C:2]1[CH:3]=[C:4]([C:9]2[CH:14]=[CH:13][C:12](=[O:15])[N:11]([CH2:16][C:17]3[CH:18]=[C:19]([C:23]4[N:28]=[CH:27][C:26]([CH:29]=O)=[CH:25][N:24]=4)[CH:20]=[CH:21][CH:22]=3)[N:10]=2)[CH:5]=[C:6]([F:8])[CH:7]=1.[CH3:31][N:32]1[CH2:37][CH2:36][NH:35][CH2:34][CH2:33]1.C(O[BH-](OC(=O)C)OC(=O)C)(=O)C.[Na+].C(O)(=O)C>ClCCl>[F:1][C:2]1[CH:3]=[C:4]([C:9]2[CH:14]=[CH:13][C:12](=[O:15])[N:11]([CH2:16][C:17]3[CH:22]=[CH:21][CH:20]=[C:19]([C:23]4[N:24]=[CH:25][C:26]([CH2:29][N:35]5[CH2:36][CH2:37][N:32]([CH3:31])[CH2:33][CH2:34]5)=[CH:27][N:28]=4)[CH:18]=3)[N:10]=2)[CH:5]=[C:6]([F:8])[CH:7]=1 |f:2.3|. Reported procedure: 7.2 A suspension of 472 mg (1.17 mmol) of 2-{3-[3-(3,5-difluorophenyl)-6-oxo-6H-pyridazin-1-ylmethyl]phenyl}pyrimidine-5-carbaldehyde in 5 ml of dichloromethane is given successively with 166 μl of 1-methylpiperazine, 495 mg (2.34 mmol) of sodium triacetoxyborohydride and 67 μl of acetic acid, and the reaction mixture is stirred at room temperature for 42 hours. The reaction mixture is partitioned between dichloromethane and 1 N NaOH. The organic phase is separated off, dried over sodium sulfate... Reactants: F[C@@H]1C[C@H](N(C1)C(=O)OC(C)(C)C)C(NC1=NC=CN=C1)=O ((2S,4R)-tert-Butyl 4-fluoro-2-(pyrazin-2-ylcarbamoyl)pyrrolidine-1-carboxylate), C(=O)(C(F)(F)F)O (TFA). Run in C(Cl)Cl (CH2Cl2). Reaction conditions: time 8 hour. Product: F[C@@H]1C[C@H](NC1)C(=O)NC1=NC=CN=C1 ((2S,4R)-4-Fluoro-N-(pyrazin-2-yl)pyrrolidine-2-carboxamide). RXN SMILES: [F:1][C@H:2]1[CH2:6][N:5](C(OC(C)(C)C)=O)[C@H:4]([C:14](=[O:22])[NH:15][C:16]2[CH:21]=[N:20][CH:19]=[CH:18][N:17]=2)[CH2:3]1.C(O)(C(F)(F)F)=O>C(Cl)Cl>[F:1][C@H:2]1[CH2:6][NH:5][C@H:4]([C:14]([NH:15][C:16]2[CH:21]=[N:20][CH:19]=[CH:18][N:17]=2)=[O:22])[CH2:3]1. Procedure: To a solution of (2S,4R)-tert-butyl 4-fluoro-2-(pyrazin-2-ylcarbamoyl)pyrrolidine-1-carboxylate 65A (4.1 g, 12.3 mmol) in CH2Cl2 (120 mL) was added TFA (10 mL). The reaction mixture was stirred at rt overnight. After concentration in vacuo, the residue was used for the next step without purification. LC/MS [M+H]+: 211; Ret time (Method F): 0.30 min. The reactants are CC(C)(C)OC(=O)N1CSCC1C=O, COC(=O)C(CCSC)NC(=O)c1ccc(N)cc1-c1ccccc1. Product: COC(=O)C(CCSC)NC(=O)c1ccc(NCC2CSCN2C(=O)OC(C)(C)C)cc1-c1ccccc1. Reaction SMILES: [C:1]([CH3:2])([CH3:3])([CH3:4])[O:5][C:6](=[O:7])[N:8]1[CH2:9][S:10][CH2:11][CH:12]1[CH:13]=[O:14].[CH3:15][O:16][C:17]([CH:18]([NH:19][C:20]([c:21]1[c:22](-[c:28]2[cH:29][cH:30][cH:31][cH:32][cH:33]2)[cH:23][c:24]([NH2:27])[cH:25][cH:26]1)=[O:34])[CH2:35][CH2:36][S:37][CH3:38])=[O:39]>>[C:1]([CH3:2])([CH3:3])([CH3:4])[O:5][C:6](=[O:7])[N:8]1[CH2:9][S:10][CH2:11][CH:12]1[CH2:13][NH:27][c:24]1[cH:23][c:22](-[c:28]2[cH:29][cH:30][cH:31][cH:32][cH:33]2)[c:21]([C:20]([NH:19][CH:18]([C:17]([O:16][CH3:15])=[O:39])[CH2:35][CH2:36][S:37][CH3:38])=[O:34])[cH:26][cH:25]1. The reactants are Cl.ClCCN1CCOCC1 (4-(2-Chloroethyl)morpholine hydrochloride), NC=1C(=NC(=CN1)C1=CC=C(C=C1)S(=O)(=O)C(C)C)C#CC=1C=C(C=CC1)O (3-[2-[3-amino-6-(4-isopropylsulfonylphenyl)pyrazin-2-yl]ethynyl]phenol), C(=O)([O-])[O-].[K+].[K+] (K2CO3). Run in CN(C)C=O (DMF). Reaction conditions: temperature 65 celsius, time 5 minute. Yields the product mono-TFA, C(C)(C)S(=O)(=O)C1=CC=C(C=C1)C=1N=C(C(=NC1)N)C#CC1=CC(=CC=C1)OCCN1CCOCC1 (5-(4-Isopropylsulfonylphenyl)-3-[2-[3-(2-morpholinoethoxy)phenyl]ethynyl]pyrazin-2-amine). Isolated yield 50.0%. RXN SMILES: Cl.Cl[CH2:3][CH2:4][N:5]1[CH2:10][CH2:9][O:8][CH2:7][CH2:6]1.[NH2:11][C:12]1[C:13]([C:30]#[C:31][C:32]2[CH:33]=[C:34]([OH:38])[CH:35]=[CH:36][CH:37]=2)=[N:14][C:15]([C:18]2[CH:23]=[CH:22][C:21]([S:24]([CH:27]([CH3:29])[CH3:28])(=[O:26])=[O:25])=[CH:20][CH:19]=2)=[CH:16][N:17]=1.C([O-])([O-])=O.[K+].[K+]>CN(C=O)C>[CH:27]([S:24]([C:21]1[CH:20]=[CH:19][C:18]([C:15]2[N:14]=[C:13]([C:30]#[C:31][C:32]3[CH:37]=[CH:36][CH:35]=[C:34]([O:38][CH2:3][CH2:4][N:5]4[CH2:10][CH2:9][O:8][CH2:7][CH2:6]4)[CH:33]=3)[C:12]([NH2:11])=[N:17][CH:16]=2)=[CH:23][CH:22]=1)(=[O:25])=[O:26])([CH3:29])[CH3:28] |f:0.1,3.4.5|. Procedure: 4-(2-Chloroethyl)morpholine hydrochloride (31.93 mg, 0.1716 mmol) was added to a stirred solution of 3-[2-[3-amino-6-(4-isopropylsulfonylphenyl)pyrazin-2-yl]ethynyl]phenol (45 mg, 0.1144 mmol) and K2CO3 (39.53 mg, 0.2860 mmol) in DMF (1 mL) and the reaction mixture warmed to 65° C. for 16 hours. The reaction mixture was partitioned between DCM and saturated aqueous NaHCO3 and stirred for 5 minutes. The layers were separated by filtration through a phase separation cartridge and the aqueous layer... Starting materials: C1(=CC=CC=C1)C(=[N+]=[N-])C1=CC=CC=C1 (diphenyldiazomethane), CCOCC (ether), OC=1C=C(C=CC1O)C(N)C(=O)O (α-(3,4-dihydroxyphenyl)glycine), O.C=1(C(=CC=CC1)S(=O)(=O)O)C (toluenesulfonic acid monohydrate). The solvent is CN(C=O)C (dimethylformamide), CN(C=O)C (dimethylformamide). Run at time 10 minute. Yields the product OC=1C=C(C=CC1O)C(N)C(=O)OC(C1=CC=CC=C1)C1=CC=CC=C1 (α-(3,4-Dihydroxyphenyl)glycine, diphenylmethyl ester). As a reaction SMILES: [OH:1][C:2]1[CH:3]=[C:4]([CH:9]([C:11]([OH:13])=[O:12])[NH2:10])[CH:5]=[CH:6][C:7]=1[OH:8].O.C1(C)C(S(O)(=O)=O)=CC=CC=1.[C:26]1([C:32]([C:35]2[CH:40]=[CH:39][CH:38]=[CH:37][CH:36]=2)=[N+]=[N-])[CH:31]=[CH:30][CH:29]=[CH:28][CH:27]=1.CCOCC>CN(C)C=O>[OH:1][C:2]1[CH:3]=[C:4]([CH:9]([C:11]([O:13][CH:32]([C:26]2[CH:31]=[CH:30][CH:29]=[CH:28][CH:27]=2)[C:35]2[CH:40]=[CH:39][CH:38]=[CH:37][CH:36]=2)=[O:12])[NH2:10])[CH:5]=[CH:6][C:7]=1[OH:8] |f:1.2|. Reported procedure: Into a stirred suspension of 1.83 g (10.0 mmol) of α-(3,4-dihydroxyphenyl)glycine and 1.96 g (10.0 mmol) of toluenesulfonic acid monohydrate (97%) in 5 ml of dry dimethylformamide, a solution of freshly prepared diphenyldiazomethane (2.91 g, 15.0 mmoles) in 10 ml of dimethylformamide was dropped at 50° C. and stirring was continued for 10 minutes. The solvent was evaporated in vacuo, the residue was taken up in ice water/ethyl acetate and the pH was brought to 7.5 by addition of dilute sodium hy... Starting materials: C(C)NCC (Diethylamine), BrC1=CC(=C(C=C1)[C@H](CC#N)CO)OC ((S)-3-(4-bromo-2-methoxy-phenyl)-4-hydroxy-butyronitrile), O(C(=O)OC(C)(C)C)C(=O)OC(C)(C)C ((BOC)2O), NiCl2.6H2O, [BH4-].[Na+] (sodium borohydride). The solvent is CO (MeOH). Reaction conditions: time 18 hour. Yields the product C(C)(C)(C)OC(NCC[C@H](CO)C1=C(C=C(C=C1)Br)OC)=O ([(S)-3-(4-bromo-2-methoxy-phenyl)-4-hydroxy-butyl]-carbamic acid tert-butyl ester). The yield is 63.7%. Reaction SMILES: [Br:1][C:2]1[CH:7]=[CH:6][C:5]([C@@H:8]([CH2:12][OH:13])[CH2:9][C:10]#[N:11])=[C:4]([O:14][CH3:15])[CH:3]=1.[O:16](C(OC(C)(C)C)=O)[C:17]([O:19][C:20]([CH3:23])([CH3:22])[CH3:21])=O.[BH4-].[Na+].C(NCC)C>CO>[C:20]([O:19][C:17](=[O:16])[NH:11][CH2:10][CH2:9][C@@H:8]([C:5]1[CH:6]=[CH:7][C:2]([Br:1])=[CH:3][C:4]=1[O:14][CH3:15])[CH2:12][OH:13])([CH3:23])([CH3:22])[CH3:21] |f:2.3|. Procedure: To a solution of (S)-3-(4-bromo-2-methoxy-phenyl)-4-hydroxy-butyronitrile (459 mg, 1.699 mmol) in MeOH (12.1 mL) at 0° C. was added (BOC)2O (736.3 mg, 3.398 mmol), NiCl2.6H2O (40.75 mg, 0.17 mmol), and (in portions) sodium borohydride (450.3 mg, 11.9 mmol). The mixture was stirred at room temperature for 18 hours. Diethylamine (0.183 mL, 1.699 mmol) was then added and the mixture was stirred for 30 minutes. Solvent was evaporated under reduced pressure and a solution of aqueous NaHCO3 (10%) was ... Reactants: C1CCOC1, CCC(N)COC, CCN(C(C)C)C(C)C, Fc1ccc(C2CCc3c(Cl)nc(Cl)nc32)cc1, Cl. The product is CCC(COC)Nc1nc(Cl)nc2c1CCC2c1ccc(F)cc1. As a reaction SMILES: [CH2:36]1[O:37][CH2:38][CH2:39][CH2:40]1.[CH3:19][O:20][CH2:21][CH:22]([CH2:23][CH3:24])[NH2:25].[CH:27]([N:28]([CH2:29][CH3:30])[CH:31]([CH3:32])[CH3:33])([CH3:34])[CH3:35].[Cl:1][c:2]1[n:3][c:4]([Cl:18])[c:5]2[c:6]([n:7]1)[CH:8]([c:11]1[cH:12][cH:13][c:14]([F:17])[cH:15][cH:16]1)[CH2:9][CH2:10]2.[ClH:26]>>[Cl:1][c:2]1[n:3][c:4]([NH:25][CH:22]([CH2:21][O:20][CH3:19])[CH2:23][CH3:24])[c:5]2[c:6]([n:7]1)[CH:8]([c:11]1[cH:12][cH:13][c:14]([F:17])[cH:15][cH:16]1)[CH2:9][CH2:10]2. The reactants are C(C)(=O)OCC (ethyl acetate), COC=1C=C2C(=C(NC2=CC1)C)C=O (5-methoxy-2-methyl-1H-indole-3carboxaldehyde), [H-].[Na+] (sodium hydride), ClC1=CC=C(C(=O)Cl)C=C1 (4-chlorobenzoyl chloride). The solvent is O (water), CN(C=O)C (dimethylformamide). Conditions: temperature -60 celsius, time 5 hour. Yields the product ClC1=CC=C(C(=O)N2C(=C(C3=CC(=CC=C23)OC)C=O)C)C=C1 (1-(4-chlorobenzoyl)-5-methoxy-2-methyl-1H-indole-3-carboxaldehyde). Yield: 82.6%. As a reaction SMILES: [CH3:1][O:2][C:3]1[CH:4]=[C:5]2[C:9](=[CH:10][CH:11]=1)[NH:8][C:7]([CH3:12])=[C:6]2[CH:13]=[O:14].[H-].[Na+].[Cl:17][C:18]1[CH:26]=[CH:25][C:21]([C:22](Cl)=[O:23])=[CH:20][CH:19]=1.C(OCC)(=O)C>CN(C)C=O.O>[Cl:17][C:18]1[CH:26]=[CH:25][C:21]([C:22]([N:8]2[C:9]3[C:5](=[CH:4][C:3]([O:2][CH3:1])=[CH:11][CH:10]=3)[C:6]([CH:13]=[O:14])=[C:7]2[CH3:12])=[O:23])=[CH:20][CH:19]=1 |f:1.2|. Procedure: To a solution of 5-methoxy-2-methyl-1H-indole-3carboxaldehyde (20 g, 106 mmol) in 210 ml of dry dimethylformamide is added oil free sodium hydride (2.7 g, 111 mmol). The reaction mixture is stirred for five hours at which time it is cooled to -60° C., and freshly distilled 4-chlorobenzoyl chloride (14.4 ml, 117 mmol) is added dropwise. It is stirred for an additional 10 minutes and worked up by pouring the cold paste into cold ethyl acetate and water. The organic phase is washed once with dilute... Reactants: COC=1C=C(C=O)C=C(C1OC)OC (3,4,5-trimethoxybenzaldehyde), C(CC)[Mg]Br (propylmagnesium bromide). The product is COC=1C=C(C=C(C1OC)OC)C(CCC)=O (1-(3,4,5-trimethoxyphenyl)-1-butanone). RXN SMILES: [CH3:1][O:2][C:3]1[CH:4]=[C:5]([CH:8]=[C:9]([O:13][CH3:14])[C:10]=1[O:11][CH3:12])[CH:6]=[O:7].[CH2:15]([Mg]Br)[CH2:16][CH3:17]>>[CH3:14][O:13][C:9]1[CH:8]=[C:5]([C:6](=[O:7])[CH2:15][CH2:16][CH3:17])[CH:4]=[C:3]([O:2][CH3:1])[C:10]=1[O:11][CH3:12]. Procedure details: Substantially the same procedure as in Process 1 of Example 48 was repeated using 3,4,5-trimethoxybenzaldehyde (43.12 g) and propylmagnesium bromide (1.0 M tetrahydrofuran solution, 330 ml) to give 1-(3,4,5-trimethoxyphenyl)-1-butanone (17.43 g). Reaction SMILES: [Br:11][CH2:12][CH2:13][CH2:14][Cl:15].[C:16](=[O:17])([O-:18])[O-:19].[CH3:22][C:23](=[O:24])[CH3:25].[K+:20].[K+:21].[OH:1][c:2]1[cH:3][cH:4][c:5]([C:6](=[O:7])[NH2:8])[cH:9][cH:10]1>>[O:1]([c:2]1[cH:3][cH:4][c:5]([C:6](=[O:7])[NH2:8])[cH:9][cH:10]1)[CH2:12][CH2:13][CH2:14][Cl:15]. The product is NC(=O)c1ccc(OCCCCl)cc1. The reactants are ClCCCBr, O=C([O-])[O-], CC(C)=O, [K+], [K+], NC(=O)c1ccc(O)cc1.